From a dataset of the Open Reaction Database (ORD), a public repository of structured organic reaction records. describe an organic reaction: reactants, conditions, products, and yield RXN SMILES: [CH3:1][S:2]([O:3][CH2:6][CH2:7][c:8]1[cH:9][c:10]([N:14]2[C:15](=[O:19])[NH:16][CH2:17][CH2:18]2)[cH:11][cH:12][cH:13]1)(=[O:4])=[O:5].[CH3:20][c:21]1[n:22][c:23]2[cH:24][cH:25][cH:26][c:27]([N:31]3[CH2:32][CH2:33][NH:34][CH2:35][CH2:36]3)[c:28]2[cH:29][cH:30]1.[CH3:46][C:47]#[N:48].[CH:37]([N:38]([CH:39]([CH3:40])[CH3:41])[CH2:42][CH3:43])([CH3:44])[CH3:45]>>[CH2:6]([CH2:7][c:8]1[cH:9][c:10]([N:14]2[C:15](=[O:19])[NH:16][CH2:17][CH2:18]2)[cH:11][cH:12][cH:13]1)[N:34]1[CH2:33][CH2:32][N:31]([c:27]2[cH:26][cH:25][cH:24][c:23]3[n:22][c:21]([CH3:20])[cH:30][cH:29][c:28]32)[CH2:36][CH2:35]1. Product: Cc1ccc2c(N3CCN(CCc4cccc(N5CCNC5=O)c4)CC3)cccc2n1. Reactants: CS(=O)(=O)OCCc1cccc(N2CCNC2=O)c1, Cc1ccc2c(N3CCNCC3)cccc2n1, CC#N, CCN(C(C)C)C(C)C. The reactants are CCOC(=O)C(Cc1ccc(OCCNC(=O)c2ccc(-c3ccc(F)cc3)cc2)cc1)Oc1ccccc1, [Na+], [OH-]. Yields the product O=C(NCCOc1ccc(CC(Oc2ccccc2)C(=O)O)cc1)c1ccc(-c2ccc(F)cc2)cc1. RXN SMILES: [F:1][c:2]1[cH:3][cH:4][c:5](-[c:8]2[cH:9][cH:10][c:11]([C:14](=[O:15])[NH:16][CH2:17][CH2:18][O:19][c:20]3[cH:21][cH:22][c:23]([CH2:26][CH:27]([C:28](=[O:29])[O:30][CH2:31][CH3:32])[O:33][c:34]4[cH:35][cH:36][cH:37][cH:38][cH:39]4)[cH:24][cH:25]3)[cH:12][cH:13]2)[cH:6][cH:7]1.[Na+:41].[OH-:40]>>[F:1][c:2]1[cH:3][cH:4][c:5](-[c:8]2[cH:9][cH:10][c:11]([C:14](=[O:15])[NH:16][CH2:17][CH2:18][O:19][c:20]3[cH:21][cH:22][c:23]([CH2:26][CH:27]([C:28](=[O:29])[OH:30])[O:33][c:34]4[cH:35][cH:36][cH:37][cH:38][cH:39]4)[cH:24][cH:25]3)[cH:12][cH:13]2)[cH:6][cH:7]1. Starting materials: BrC(Br)(Br)Br, CC#N, O=C(c1cc(C(F)(F)F)cc(C(F)(F)F)c1)N1CC2CCC(O)CN2CC1Cc1c[nH]c2ccccc12, c1ccc(P(c2ccccc2)c2ccccc2)cc1. Product: O=C(c1cc(C(F)(F)F)cc(C(F)(F)F)c1)N1CC2CCC(Br)CN2CC1Cc1c[nH]c2ccccc12. RXN SMILES: [C:38]([Br:39])([Br:40])([Br:41])[Br:42].[CH3:62][C:63]#[N:64].[F:1][C:2]([c:3]1[cH:4][c:5]([C:13](=[O:14])[N:15]2[CH2:16][CH:17]3[N:18]([CH2:19][CH:20]2[CH2:21][c:22]2[cH:23][nH:24][c:25]4[cH:26][cH:27][cH:28][cH:29][c:30]24)[CH2:31][CH:32]([OH:35])[CH2:33][CH2:34]3)[cH:6][c:7]([C:9]([F:10])([F:11])[F:12])[cH:8]1)([F:36])[F:37].[c:43]1([P:44]([c:45]2[cH:46][cH:47][cH:48][cH:49][cH:50]2)[c:51]2[cH:52][cH:53][cH:54][cH:55][cH:56]2)[cH:57][cH:58][cH:59][cH:60][cH:61]1>>[F:1][C:2]([c:3]1[cH:4][c:5]([C:13](=[O:14])[N:15]2[CH2:16][CH:17]3[N:18]([CH2:19][CH:20]2[CH2:21][c:22]2[cH:23][nH:24][c:25]4[cH:26][cH:27][cH:28][cH:29][c:30]24)[CH2:31][CH:32]([Br:39])[CH2:33][CH2:34]3)[cH:6][c:7]([C:9]([F:10])([F:11])[F:12])[cH:8]1)([F:36])[F:37].